From a dataset of the Open Reaction Database (ORD), a public repository of structured organic reaction records. describe an organic reaction: reactants, conditions, products, and yield The reactants are NC1=C(C=CC=2N(N=NC21)C)N (4,5-diamino-1-methylbenzotriazole), O.O.C(C(=O)O)(=O)O (oxalic acid dihydrate). The solvent is Cl (hydrochloric acid). Yields the product OC1=NC2=CC=C3C(=C2N=C1O)N=NN3C (7,8-Dihydroxy-3-methyl-3H-1,2,3-triazolo[4,5-f]quinoxaline). Isolated yield 90.8%. As a reaction SMILES: [NH2:1][C:2]1[C:10]2[N:9]=[N:8][N:7]([CH3:11])[C:6]=2[CH:5]=[CH:4][C:3]=1[NH2:12].O.O.[C:15](O)(=[O:19])[C:16](O)=[O:17]>Cl>[OH:17][C:16]1[C:15]([OH:19])=[N:1][C:2]2[C:3](=[CH:4][CH:5]=[C:6]3[N:7]([CH3:11])[N:8]=[N:9][C:10]3=2)[N:12]=1 |f:1.2.3|. Procedure details: A solution of 4,5-diamino-1-methylbenzotriazole (1.2 g, 7.4 mmol) and oxalic acid dihydrate (1.2 g, 9.6 mmol) in 40 ml of 4M hydrochloric acid was refluxed on an oil bath for 2 h and allowed to cool. The resulting precipitate was collected by filtration and washed with water and ethanol to give 1.46 g (91%) of the title compound; m.p.>300° C.; IR (KBr): 1700 cm-1 ; 1H-NMR (DMSO-d6) 4.32 (s, 3H, CH3)), 7.33 (d, J=9 Hz), 1H, ArH), 7.55 (d, J=g Hz, 1H, ArH), 12.03 (broad s, 1H, OH), 12.67 (broad s,... Starting materials: CCOC(=O)c1s[n+](C)c(Cl)c1Cl, O=S(=O)([O-])F, [K+], [K+], O=C([O-])[O-]. Yields the product CCOC(=O)c1sn(C)c(=O)c1Cl. RXN SMILES: [Cl:6][c:7]1[n+:8]([CH3:18])[s:9][c:10]([C:13](=[O:14])[O:15][CH2:16][CH3:17])[c:11]1[Cl:12].[F:1][S:2](=[O:3])([O-:4])=[O:5].[K+:19].[K+:20].[O-:21][C:22]([O-:23])=[O:24]>>[O:3]=[c:7]1[n:8]([CH3:18])[s:9][c:10]([C:13](=[O:14])[O:15][CH2:16][CH3:17])[c:11]1[Cl:12]. Yields the product FC=1C=C2C(=NC1)SC(N2CC=O)=O ((6-Fluoro-2-oxo[1,3]thiazolo[5,4-b]pyridin-1(2H)-yl)acetaldehyde). Reactants: O=[O+][O-] (ozone), CSC (dimethyl sulphide), FC=1C=C2C(=NC1)SC(N2CC=C)=O (6-Fluoro-1-(2-propen-1-yl)[1,3]thiazolo[5,4-b]pyridin-2(1H)-one), CO (MeOH). Procedure details: 6-Fluoro-1-(2-propen-1-yl)[1,3]thiazolo[5,4-b]pyridin-2(1H)-one (0.046 g, 0.22 mmole) was dissolved in DCM (8 ml) and MeOH (1 ml) and the solution cooled to −70° C. A gas mixture containing ozone in oxygen was bubbled through the solution for 20 mins to give a pale green solution. Argon was then bubbled through the solution for 5 mins then dimethyl sulphide (0.064 ml, 0.87 mmole) added. The mixture was allowed to warm to rt then evaporated to dryness to give a crude product which was used withou... RXN SMILES: [F:1][C:2]1[CH:3]=[C:4]2[N:10]([CH2:11][CH:12]=C)[C:9](=[O:14])[S:8][C:5]2=[N:6][CH:7]=1.CO.[O:17]=[O+][O-].CSC>C(Cl)Cl.O=O>[F:1][C:2]1[CH:3]=[C:4]2[N:10]([CH2:11][CH:12]=[O:17])[C:9](=[O:14])[S:8][C:5]2=[N:6][CH:7]=1. The solvent is O=O (oxygen), C(Cl)Cl (DCM). The reactants are C1(CCCCC1)C1=CC2=C(CC(SCC2=O)C(=O)OC)C=C1 (methyl 7-cyclohexyl-1,2,4,5-tetrahydro-3-benzothiepin-5-one-2-carboxylate), [OH-].[K+] (KOH), O (water). The solvent is CO (methanol). Reaction conditions: time 1 hour. The product is C1(CCCCC1)C1=CC2=C(CC(SCC2=O)C(=O)O)C=C1 (7-cyclohexyl-1,2,4,5-tetrahydro-3-benzothiepin-5-one-2-carboxylic acid). The yield is 71.9%. RXN SMILES: [CH:1]1([C:7]2[CH:22]=[CH:21][C:10]3[CH2:11][CH:12]([C:17]([O:19]C)=[O:18])[S:13][CH2:14][C:15](=[O:16])[C:9]=3[CH:8]=2)[CH2:6][CH2:5][CH2:4][CH2:3][CH2:2]1.[OH-].[K+].O>CO>[CH:1]1([C:7]2[CH:22]=[CH:21][C:10]3[CH2:11][CH:12]([C:17]([OH:19])=[O:18])[S:13][CH2:14][C:15](=[O:16])[C:9]=3[CH:8]=2)[CH2:2][CH2:3][CH2:4][CH2:5][CH2:6]1 |f:1.2|. Procedure details: In methanol (150 ml) was suspended methyl 7-cyclohexyl-1,2,4,5-tetrahydro-3-benzothiepin-5-one-2-carboxylate (40 g) followed by addition of 2N-KOH (100 ml), and the mixture was stirred at room temperature for one hour. The reaction mixture was then poured into water, acidified and extracted with etyl acetate. The ethyl acetate layer was washed with water, dried (MgSO4) and the solvent was distilled off to give 7-cyclohexyl-1,2,4,5-tetrahydro-3-benzothiepin-5-one-2-carboxylic acid (27.5 g, yield ... The reactants are Cl.Cl.N1(CCNCC1)C=1C2=C(N=CN1)NC=C2 (4-Piperazin-1-yl-7H-pyrrolo[2,3-d]pyrimidine dihydrochloride), BrC1=CC(=C(CC(C(=O)O)CNC(=O)OC(C)(C)C)C=C1)F (2-(4-Bromo-2-fluoro-benzyl)-3-tert-butoxycarbonylamino-propionic acid). Yields the product Cl.Cl.NCC(C(=O)N1CCN(CC1)C=1C2=C(N=CN1)NC=C2)CC2=C(C=C(C=C2)Br)F (3-Amino-2-(4-bromo-2-fluoro-benzyl)-1-[4-(7H-pyrrolo[2,3-d]pyrimidin-4-yl)-piperazin-1-yl]-propan-1-one dihydrochloride). As a reaction SMILES: [ClH:1].Cl.[N:3]1([C:9]2[C:10]3[CH:17]=[CH:16][NH:15][C:11]=3[N:12]=[CH:13][N:14]=2)[CH2:8][CH2:7][NH:6][CH2:5][CH2:4]1.[Br:18][C:19]1[CH:38]=[CH:37][C:22]([CH2:23][CH:24]([CH2:28][NH:29]C(OC(C)(C)C)=O)[C:25](O)=[O:26])=[C:21]([F:39])[CH:20]=1>>[ClH:1].[ClH:1].[NH2:29][CH2:28][CH:24]([CH2:23][C:22]1[CH:37]=[CH:38][C:19]([Br:18])=[CH:20][C:21]=1[F:39])[C:25]([N:6]1[CH2:5][CH2:4][N:3]([C:9]2[C:10]3[CH:17]=[CH:16][NH:15][C:11]=3[N:12]=[CH:13][N:14]=2)[CH2:8][CH2:7]1)=[O:26] |f:0.1.2,4.5.6|. Procedure: 3-Amino-2-(4-bromo-2-fluoro-benzyl)-1-[4-(7H-pyrrolo[2,3-d]pyrimidin-4-yl)-piperazin-1-yl]-propan-1-one dihydrochloride was prepared by substituting 5-piperazin-1-yl-1H-indazole with 4-Piperazin-1-yl-7H-pyrrolo[2,3-d]pyrimidine dihydrochloride and substituting (D)-Boc-4-chlorophenylalanine with 2-(4-Bromo-2-fluoro-benzyl)-3-tert-butoxycarbonylamino-propionic acid in Example 34, Step 2, then removing the Boc protecting group as described in Example 34, Step 3. 1H NMR (CD3OD, 400 MHz) δ 8.37 (s, 1...